Task: describe an organic reaction: reactants, conditions, products, and yield. Dataset: the Open Reaction Database (ORD), a public repository of structured organic reaction records The reactants are C(C)(C)(C)OC(COC1=C(C=C(C=C1)Cl)C#C)=O (tert-butyl(4-chloro-2-ethynylphenoxy)acetate), BrC1=C(C=CC(=C1)S(=O)(=O)CC)C (2-bromo-4-(ethylsulfonyl)-1-methylbenzene), C(C)(C)(C)OC(COC1=C(C=C(C=C1)Cl)C#C)=O (tert-butyl(4-chloro-2-ethynylphenoxy)acetate), BrC1=C(C=CC(=C1)S(=O)(=O)CC)C (2-bromo-4-(ethylsulfonyl)-1-methylbenzene). Product: ClC1=CC(=C(OCC(=O)O)C=C1)C#CC1=C(C=CC(=C1)S(=O)(=O)CC)C ((4-chloro-2-{[5-(ethylsulfonyl)-2-methylphenyl]ethynyl}phenoxy)acetic acid). Reaction SMILES: C([O:5][C:6](=[O:18])[CH2:7][O:8][C:9]1[CH:14]=[CH:13][C:12]([Cl:15])=[CH:11][C:10]=1[C:16]#[CH:17])(C)(C)C.Br[C:20]1[CH:25]=[C:24]([S:26]([CH2:29][CH3:30])(=[O:28])=[O:27])[CH:23]=[CH:22][C:21]=1[CH3:31]>>[Cl:15][C:12]1[CH:13]=[CH:14][C:9]([O:8][CH2:7][C:6]([OH:5])=[O:18])=[C:10]([C:16]#[C:17][C:22]2[CH:23]=[C:24]([S:26]([CH2:29][CH3:30])(=[O:27])=[O:28])[CH:25]=[CH:20][C:21]=2[CH3:31])[CH:11]=1. Procedure details: Following the general method as outlined in Example 37, starting from tert-butyl(4-chloro-2-ethynyl phenoxy)acetate (Intermediate 3) and 2-bromo-4-(ethylsulfonyl)-1-methylbenzene (Intermediate 65), the title compound was obtained as a brown oil. As a reaction SMILES: [CH3:18][C:19]([CH2:20][C:21]([CH3:22])=[O:23])=[O:24].[CH3:29][CH:30]([OH:31])[CH3:32].[S:25]([Cl:26])([Cl:27])=[O:28].[c:1]1([S:7](=[O:8])(=[O:9])[c:10]2[cH:11][cH:12][c:13]([CH:14]=[O:15])[cH:16][cH:17]2)[cH:2][cH:3][cH:4][cH:5][cH:6]1>>[c:1]1([S:7](=[O:8])(=[O:9])[c:10]2[cH:11][cH:12][c:13]([CH:14]=[C:20]([C:19]([CH3:18])=[O:24])[C:21]([CH3:22])=[O:23])[cH:16][cH:17]2)[cH:2][cH:3][cH:4][cH:5][cH:6]1. Reactants: CC(=O)CC(C)=O, CC(C)O, O=S(Cl)Cl, O=Cc1ccc(S(=O)(=O)c2ccccc2)cc1. Yields the product CC(=O)C(=Cc1ccc(S(=O)(=O)c2ccccc2)cc1)C(C)=O. Reactants: NCCCN([C@H]1COC2=C(C=3N(C1)C=1C=C(C=CC1C3C3CCCCC3)C(=O)OC)C=CC=C2)C (methyl(7R)-7-[(3-aminopropyl)(methyl)amino]-14-cyclohexyl-7,8-dihydro-6H-indolo[1,2-e][1,5]benzoxazocine-11-carboxylate), C(=O)OCC(F)(F)F (2,2,2-trifluoroethyl formate), BH3-DMS. Run in C1CCOC1 (THF). Conditions: time 8 hour. Yields the product C1(CCCCC1)C=1C=2C=CC(=CC2N2C[C@H](COC3=C(C21)C=CC=C3)N(CCCNC)C)C(=O)OC (methyl(7R)-14-cyclohexyl-7-{methyl[3-(methylamino)propyl]amino}-7,8-dihydro-6H-indolo[1,2-e][1,5]benzoxazocine-11-carboxylate). Isolated yield 80.0%. RXN SMILES: [NH2:1][CH2:2][CH2:3][CH2:4][N:5]([CH3:35])[C@@H:6]1[CH2:13][N:12]2[C:14]3[CH:15]=[C:16]([C:27]([O:29][CH3:30])=[O:28])[CH:17]=[CH:18][C:19]=3[C:20]([CH:21]3[CH2:26][CH2:25][CH2:24][CH2:23][CH2:22]3)=[C:11]2[C:10]2[CH:31]=[CH:32][CH:33]=[CH:34][C:9]=2[O:8][CH2:7]1.[CH:36](OCC(F)(F)F)=O>C1COCC1>[CH:21]1([C:20]2[C:19]3[CH:18]=[CH:17][C:16]([C:27]([O:29][CH3:30])=[O:28])=[CH:15][C:14]=3[N:12]3[C:11]=2[C:10]2[CH:31]=[CH:32][CH:33]=[CH:34][C:9]=2[O:8][CH2:7][C@H:6]([N:5]([CH3:35])[CH2:4][CH2:3][CH2:2][NH:1][CH3:36])[CH2:13]3)[CH2:26][CH2:25][CH2:24][CH2:23][CH2:22]1. Procedure: A solution of methyl(7R)-7-[(3-aminopropyl)(methyl)amino]-14-cyclohexyl-7,8-dihydro-6H-indolo[1,2-e][1,5]benzoxazocine-11-carboxylate (0.16 M) in THF was treated dropwise with 2,2,2-trifluoroethyl formate (1.3 eq.) and stirred overnight at RT. The volatiles were removed in vacuo and the residue dissolved (0.08 M) in THF and treated dropwise with BH3-DMS complex (2 M in THF; 10 eq.). The resulting solution was stirred at RT for 3 h. The reaction was quenched by the careful addition of HCl/MeOH (1... Reactants: O1CCOCC1 (1,4-dioxane), C([O-])(O)=O.[Na+] (sodium bicarbonate), C(OC(C)(C)C)(OC(C)(C)C)=O (di-t-butyl carbonate), C(N)(=O)C1=C(C=CC=C1)N1CCNCC1 (1-(2-Carbamoylphenyl)piperazine). Solvent: O (water), O (water). Run at time 4 hour. Product: C(C)(C)(C)OC(=O)N1CCN(CC1)C1=C(C=CC=C1)C(N)=O (1-t-Butoxycarbonyl-4-(2-carbamoylphenyl)piperazine). Yield: 93.3%. Reaction SMILES: [C:1]([C:4]1[CH:9]=[CH:8][CH:7]=[CH:6][C:5]=1[N:10]1[CH2:15][CH2:14][NH:13][CH2:12][CH2:11]1)(=[O:3])[NH2:2].O1CCOCC1.C(=O)(O)[O-].[Na+].[C:27](=O)([O:33]C(C)(C)C)[O:28][C:29]([CH3:32])([CH3:31])[CH3:30]>O>[C:29]([O:28][C:27]([N:13]1[CH2:14][CH2:15][N:10]([C:5]2[CH:6]=[CH:7][CH:8]=[CH:9][C:4]=2[C:1](=[O:3])[NH2:2])[CH2:11][CH2:12]1)=[O:33])([CH3:32])([CH3:31])[CH3:30] |f:2.3|. Reported procedure: 1-(2-Carbamoylphenyl)piperazine (300 mg, 1.5 mmol) was dissolved in water (2 ml) and 1,4-dioxane (2 ml) The resulting solution was mixed with sodium bicarbonate (250 mg, 2.9 mmol) and di-t-butyl carbonate (480 mg, 2.2 mmol), and then stirred at a room temperature for 4 hours. The reaction solution was mixed with water (20 ml), and the reaction product was extracted with chloroform (80 ml) and washed with water and saturated brine. Then the solvent was evaporated under a reduced pressure to obtai... Reactants: [H-].[Na+] (sodium hydride), C(C1=CC=CC=C1)C1=NC(=NC=C1Br)Cl (4-benzyl-5-bromo-2-chloropyrimidine), C(C1=CC=CO1)O (furfuryl alcohol), cuprous iodide, O (Water). Run in C(C)OCC (diethyl ether). Conditions: temperature 90 celsius, time 2 hour. Yields the product C(C1=CC=CC=C1)C1=NC(=NC=C1Br)OCC=1OC=CC1 (4-Benzyl-2-(2-furylmethoxy)-5-bromopyrimidine). As a reaction SMILES: [H-].[Na+].[CH2:3]([C:10]1[C:15]([Br:16])=[CH:14][N:13]=[C:12](Cl)[N:11]=1)[C:4]1[CH:9]=[CH:8][CH:7]=[CH:6][CH:5]=1.[CH2:18]([OH:24])[C:19]1[O:23][CH:22]=[CH:21][CH:20]=1.O>C(OCC)C>[CH2:3]([C:10]1[C:15]([Br:16])=[CH:14][N:13]=[C:12]([O:24][CH2:18][C:19]2[O:23][CH:22]=[CH:21][CH:20]=2)[N:11]=1)[C:4]1[CH:9]=[CH:8][CH:7]=[CH:6][CH:5]=1 |f:0.1|. Reported procedure: 14.1 mg of 60% oily sodium hydride was added to a mixture of 73.3 mg of 4-benzyl-5-bromo-2-chloropyrimidine (Production Example 15), 1 ml of furfuryl alcohol and 14.8 mg of cuprous iodide at room temperature, followed by stirring at 90° C. for 2 hours. Water and diethyl ether were added to the reaction solution, and the organic phase was washed with water and brine, dried over anhydrous magnesium sulfate and the solvent was removed. The residue was subjected to silica gel column chromatography u... The reactants are C1COC2(CC(=C(CC2)C)C2=C(C=C(C=C2)C(CCCCCC)(C)C)O)O1 (3-[4-(1,1-dimethylheptyl)-2-hydroxyphenyl]-4-methyl-cyclohex-3-enone ethylene ketal), O (water), C(C(=O)O)(=O)O (oxalic acid), CO (methanol). Solvent: CCOCC (ether). Product: CC(CCCCCC)(C)C1=CC(=C(C=C1)C=1CC(CCC1C)=O)O (3-[4-(1,1-Dimethylheptyl)-2-hydroxyphenyl]-4-methylcyclohex-3-enone). Reaction SMILES: C1O[C:4]2([CH2:9][CH2:8][C:7]([CH3:10])=[C:6]([C:11]3[CH:16]=[CH:15][C:14]([C:17]([CH3:25])([CH3:24])[CH2:18][CH2:19][CH2:20][CH2:21][CH2:22][CH3:23])=[CH:13][C:12]=3[OH:26])[CH2:5]2)[O:3]C1.C(O)(=O)C(O)=O.CO.O>CCOCC>[CH3:25][C:17]([C:14]1[CH:15]=[CH:16][C:11]([C:6]2[CH2:5][C:4](=[O:3])[CH2:9][CH2:8][C:7]=2[CH3:10])=[C:12]([OH:26])[CH:13]=1)([CH3:24])[CH2:18][CH2:19][CH2:20][CH2:21][CH2:22][CH3:23]. Procedure details: A mixture of 4.08 g. (0.1 mol.) of 3-[4-(1,1-dimethylheptyl)-2-hydroxyphenyl]-4-methyl-cyclohex-3-enone ethylene ketal, 50 ml. of 2 N oxalic acid and 50 ml. of methanol was stirred at 25° C. for 6 hours. The reaction mixture was added to 500 ml. of water-250 ml. of ether. The ether extract was washed once with 250 ml. of saturated sodium bicarbonate, once with 250 ml. of saturated sodium chloride, dried over magnesium sulfate and evaporated. The residue was purified via column chromatography on ...